Dataset: the Open Reaction Database (ORD), a public repository of structured organic reaction records. Task: describe an organic reaction: reactants, conditions, products, and yield The reactants are CCCBr, CN1CCCC1=O, [H-], [Na+], OC1CCC2(CC1)OCCO2, O. Yields the product CCCOC1CCC2(CC1)OCCO2. RXN SMILES: [Br:12][CH2:13][CH2:14][CH3:15].[CH3:19][N:20]1[C:21](=[O:22])[CH2:23][CH2:24][CH2:25]1.[H-:17].[Na+:16].[O:1]1[CH2:2][CH2:3][O:4][C:5]12[CH2:6][CH2:7][CH:8]([OH:11])[CH2:9][CH2:10]2.[OH2:18]>>[O:1]1[CH2:2][CH2:3][O:4][C:5]12[CH2:6][CH2:7][CH:8]([O:11][CH2:13][CH2:14][CH3:15])[CH2:9][CH2:10]2. Reactants: C(CC)[C@@H]1CC[C@H](CC1)C1CCC2(CC1)C(C1(CCC(CC1)[C@@H]1CC[C@H](CC1)CCC)C2=S)=S (3,11-bis(trans-4-propylcyclohexyl)dispiro[5.1.5.1]tetradecane-7,14-dithione), diketone, P12(=S)SP3(=S)SP(=S)(S1)SP(=S)(S2)S3 (P4S10). Reported procedure: A mixture of 1 mmol of 3,11-bis(trans-4-propylcyclohexyl)dispiro[5.1.5.1]tetradecane-7,14-dithione (preparable by reaction of the corresponding diketone with P4S10) and 25 ml of tetrahydrofuran is added at room temperature to a well stirred suspension of fresh Raney nickel in THF and stirred for 24 h at room temperature. The usual working up yields 3,11-bis(trans-4-propylcyclohexyl)dispiro[5.1.5.1]tetradecane. Reagents/catalysts: [Ni] (Raney nickel). RXN SMILES: [CH2:1]([C@H:4]1[CH2:9][CH2:8][C@H:7]([CH:10]2[CH2:15][CH2:14][C:13]3([C:32](=S)[C:17]4([CH2:22][CH2:21][CH:20]([C@H:23]5[CH2:28][CH2:27][C@H:26]([CH2:29][CH2:30][CH3:31])[CH2:25][CH2:24]5)[CH2:19][CH2:18]4)[C:16]3=S)[CH2:12][CH2:11]2)[CH2:6][CH2:5]1)[CH2:2][CH3:3].P12(SP3(SP(SP(S3)(S1)=S)(=S)S2)=S)=S>[Ni].C1COCC1>[CH2:29]([C@H:26]1[CH2:25][CH2:24][C@H:23]([CH:20]2[CH2:21][CH2:22][C:17]3([CH2:32][C:13]4([CH2:12][CH2:11][CH:10]([C@H:7]5[CH2:6][CH2:5][C@H:4]([CH2:1][CH2:2][CH3:3])[CH2:9][CH2:8]5)[CH2:15][CH2:14]4)[CH2:16]3)[CH2:18][CH2:19]2)[CH2:28][CH2:27]1)[CH2:30][CH3:31]. The product is C(CC)[C@@H]1CC[C@H](CC1)C1CCC2(CC1)CC1(CCC(CC1)[C@@H]1CC[C@H](CC1)CCC)C2 (3,11-bis(trans-4-propylcyclohexyl)dispiro[5.1.5.1]tetradecane). Solvent: C1CCOC1 (THF), O1CCCC1 (tetrahydrofuran). Starting materials: C([O-])([O-])=O.[K+].[K+] (potassium carbonate), ClC1=NN=C(C2=CC=CC=C12)CC1=CC=NC=C1 (1-chloro-4-(4-pyridylmethyl)phthalazine), FC1=CC=C(N)C=C1 (4-fluoroaniline), C(C)(=O)[O-] (acetate). Run at temperature 90 celsius. The product is FC1=CC=C(NC2=NN=C(C3=CC=CC=C23)CC2=CC=NC=C2)C=C1 (1-(4-Fluoroanilino)-4-(4-pyridylmethyl)phthalazine). As a reaction SMILES: Cl[C:2]1[C:11]2[C:6](=[CH:7][CH:8]=[CH:9][CH:10]=2)[C:5]([CH2:12][C:13]2[CH:18]=[CH:17][N:16]=[CH:15][CH:14]=2)=[N:4][N:3]=1.[F:19][C:20]1[CH:26]=[CH:25][C:23]([NH2:24])=[CH:22][CH:21]=1.C([O-])(=O)C.C(=O)([O-])[O-].[K+].[K+]>>[F:19][C:20]1[CH:26]=[CH:25][C:23]([NH:24][C:2]2[C:11]3[C:6](=[CH:7][CH:8]=[CH:9][CH:10]=3)[C:5]([CH2:12][C:13]3[CH:18]=[CH:17][N:16]=[CH:15][CH:14]=3)=[N:4][N:3]=2)=[CH:22][CH:21]=1 |f:3.4.5|. Procedure details: A mixture of 0.511 g (2 mmol) 1-chloro-4-(4-pyridylmethyl)phthalazine and 0.576 ml (6 mmol) 4-fluoroaniline is heated for 2 h at 90° C. The residue is then distributed between acetate and 20% aqueous potassium carbonate solution. The organic phase washed with water and dried over sodium sulfate is evaporated and the residue purified on silica gel by flash chromatography using acetate/methanol mixtures (50:1 and 25:1). Title compound is obtained after crystallization of the product-containing fra... Reactants: C(CCCO)O (butane-1,4-diol), C1(=CC=CC=C1)C(Cl)(C1=CC=CC=C1)C1=CC=CC=C1 (triphenylchloromethane). Solvent: N1=CC=CC=C1 (pyridine). Reaction conditions: time 26 hour. Yields the product C(C1=CC=CC=C1)(C1=CC=CC=C1)(C1=CC=CC=C1)OCCCCO (4-trityloxy-1-butanol). The yield is 41.6%. RXN SMILES: [CH2:1]([OH:6])[CH2:2][CH2:3][CH2:4][OH:5].[C:7]1([C:13]([C:21]2[CH:26]=[CH:25][CH:24]=[CH:23][CH:22]=2)([C:15]2[CH:20]=[CH:19][CH:18]=[CH:17][CH:16]=2)Cl)[CH:12]=[CH:11][CH:10]=[CH:9][CH:8]=1>N1C=CC=CC=1>[C:13]([O:5][CH2:4][CH2:3][CH2:2][CH2:1][OH:6])([C:7]1[CH:12]=[CH:11][CH:10]=[CH:9][CH:8]=1)([C:21]1[CH:22]=[CH:23][CH:24]=[CH:25][CH:26]=1)[C:15]1[CH:16]=[CH:17][CH:18]=[CH:19][CH:20]=1. Procedure details: To a solution of 45 g of butane-1,4-diol in 0.25 of pyridine, cooled to 0° C., were added 139.4 g of triphenylchloromethane and the mixture was stirred at room temperature for 26 h. The precipitate formed was removed by filtration and the filtrate was evaporated in vacuo. The residue was taken up in 0.5 l of ethyl acetate and the solution was washed successively with 200 ml portions of water, 1N hydrochloric acid, water, 5% sodium bicarbonate solution and brine. The organic layer was dried over ... The reactants are CO, ClC(Cl)Cl, [Cl-], Cc1ccc2c(S(=O)(=O)O)c(C(=O)Cl)sc2c1. Product: COC(=O)c1sc2cc(C)ccc2c1S(=O)(=O)O, [Cl-]. Reaction SMILES: [CH3:19][OH:20].[CH:21]([Cl:22])([Cl:23])[Cl:24].[Cl-:1].[Cl:2][C:3](=[O:4])[c:5]1[c:6]([S:15](=[O:16])(=[O:17])[OH:18])[c:7]2[c:8]([s:9]1)[cH:10][c:11]([CH3:14])[cH:12][cH:13]2>>[C:3](=[O:4])([c:5]1[c:6]([S:15](=[O:16])(=[O:17])[OH:18])[c:7]2[c:8]([s:9]1)[cH:10][c:11]([CH3:14])[cH:12][cH:13]2)[O:20][CH3:19].[Cl-:2]. Starting materials: C(C(O)C)(=O)O (Lactic acid), [OH-].C(CCC)[P+](CCCC)(CCCC)CCCC (tetrabutylphosphonium hydroxide). Run in CC(=O)C (acetone). Conditions: time 15 minute. Yields the product C(C(O)C)(=O)[O-].C(CCC)[P+](CCCC)(CCCC)CCCC.C(C(O)C)(=O)O (Tetrabutylphosphonium Lactate lactic Acid). RXN SMILES: [C:1]([OH:6])(=[O:5])[CH:2]([CH3:4])[OH:3].[OH-].[CH2:8]([P+:12]([CH2:21][CH2:22][CH2:23][CH3:24])([CH2:17][CH2:18][CH2:19][CH3:20])[CH2:13][CH2:14][CH2:15][CH3:16])[CH2:9][CH2:10][CH3:11]>CC(C)=O>[C:1]([O-:6])(=[O:5])[CH:2]([CH3:4])[OH:3].[CH2:21]([P+:12]([CH2:8][CH2:9][CH2:10][CH3:11])([CH2:13][CH2:14][CH2:15][CH3:16])[CH2:17][CH2:18][CH2:19][CH3:20])[CH2:22][CH2:23][CH3:24].[C:1]([OH:6])(=[O:5])[CH:2]([CH3:4])[OH:3] |f:1.2,4.5.6|. Procedure details: Lactic acid (5-15 mmol) and tetrabutylphosphonium hydroxide (˜40% sol. in H2O) (3.414 g, 5 mmol) were dissolved in 20 ml of acetone and stirred for 15 min at room temperature. The solvent was evaporated and the remaining viscous liquid was dried at 0.1 mbar with stirring for 24 hrs. 1H-NMR (300 MHz, d6-DMSO) δ(ppm)=3.84 (br s, 1H), 3.44 (q, J=6.7 Hz, 1H), 2.18 (m, 8H), 1.41 (m, 16H), 1.05 (d, J=7.2 Hz, 3H), 0.91 (t, J=6.7 Hz, 12H). 31P-NMR (121.5 MHz, d6-DMSO) δ(ppm)=35.0. 13C-NMR (75 MHz, d6-DM... Reactants: N#Cc1ccc(CCc2ccc(CN3C(=O)c4ccccc4C3=O)cc2)cc1, CO, ClC(Cl)Cl, Cl. Yields the product COC(=N)c1ccc(CCc2ccc(CN3C(=O)c4ccccc4C3=O)cc2)cc1, Cl. RXN SMILES: [C:1]1(=[O:28])[c:2]2[c:3]([cH:24][cH:25][cH:26][cH:27]2)[C:4](=[O:23])[N:5]1[CH2:6][c:7]1[cH:8][cH:9][c:10]([CH2:13][CH2:14][c:15]2[cH:16][cH:17][c:18]([C:19]#[N:20])[cH:21][cH:22]2)[cH:11][cH:12]1.[CH3:29][OH:30].[CH:32]([Cl:33])([Cl:34])[Cl:35].[ClH:31]>>[C:1]1(=[O:28])[c:2]2[c:3]([cH:24][cH:25][cH:26][cH:27]2)[C:4](=[O:23])[N:5]1[CH2:6][c:7]1[cH:8][cH:9][c:10]([CH2:13][CH2:14][c:15]2[cH:16][cH:17][c:18]([C:19](=[NH:20])[O:30][CH3:29])[cH:21][cH:22]2)[cH:11][cH:12]1.[ClH:31].